This data is from the Open Reaction Database (ORD), a public repository of structured organic reaction records. The task is: describe an organic reaction: reactants, conditions, products, and yield The reactants are BrC=1C=C2CCC(CC2=CC1)=O (6-bromo-2-tetralone), Cl.CN (methylamine hydrochloride), CCO (EtOH), Cl (HCl), [O-]C#N.[K+] (potassium cyanate), [C-]#N.[K+] (Potassium cyanide), Cl (hydrochloric acid). Solvent: O (H2O). Reaction conditions: time 20 minute. Yields the product BrC=1C=C2CCC3(CC2=CC1)N(C(NC3=O)=O)C ((±)-6′-Bromo-3-methyl-3′,4′-dihydro-1′H-spiro[imidazolidine-4,2′-naphthalene]-2,5-dione). Yield: 70.0%. Reaction SMILES: [Br:1][C:2]1[CH:3]=[C:4]2[C:9](=[CH:10][CH:11]=1)[CH2:8][C:7](=O)[CH2:6][CH2:5]2.Cl.[CH3:14][NH2:15].[C-]#N.[K+].Cl.[O-:20][C:21]#[N:22].[K+].C[CH2:25][OH:26]>O>[Br:1][C:2]1[CH:3]=[C:4]2[C:9](=[CH:10][CH:11]=1)[CH2:8][C:7]1([C:21](=[O:20])[NH:22][C:25](=[O:26])[N:15]1[CH3:14])[CH2:6][CH2:5]2 |f:1.2,3.4,6.7|. Reported procedure: A mixture of 6-bromo-2-tetralone (1.00 g, 4.44 mmol) and methylamine hydrochloride (300 mg, 4.44 mol) in H2O (1 mL) and EtOH (1.5 mL) was stirred at ambient temperature for 20 min. Potassium cyanide (289 mg, 4.44 mmol) was added and stirring was continued for 18 h. The mixture was added dropwise to a stirred solution of 1.0 N aqueous HCl (4.5 mL) at 0° C., then potassium cyanate (360 mg, 4.44 mmol) was added portionwise. The stirred mixture was heated to 95° C. and conc. hydrochloric acid (0.44 ... As a reaction SMILES: [C:1]([C:3]1[CH:8]=[CH:7][C:6]([N:9]2[C:13]([C:14]3[C:15](=[O:33])[N:16]([CH3:32])[C:17](=[O:31])[N:18]([C:21]4[CH:26]=[CH:25][CH:24]=[C:23]([C:27]([F:30])([F:29])[F:28])[CH:22]=4)[C:19]=3[CH3:20])=[C:12]([S:34]([NH2:37])(=[O:36])=[O:35])[CH:11]=[N:10]2)=[CH:5][CH:4]=1)#[N:2].C(N=[C:41]=[O:42])C.[CH:43](N(C(C)C)CC)(C)[CH3:44].Cl>C(#N)C.C(OCC)(=O)C>[C:1]([C:3]1[CH:8]=[CH:7][C:6]([N:9]2[C:13]([C:14]3[C:15](=[O:33])[N:16]([CH3:32])[C:17](=[O:31])[N:18]([C:21]4[CH:26]=[CH:25][CH:24]=[C:23]([C:27]([F:30])([F:29])[F:28])[CH:22]=4)[C:19]=3[CH3:20])=[C:12]([S:34]([NH:37][C:41]([CH2:43][CH3:44])=[O:42])(=[O:36])=[O:35])[CH:11]=[N:10]2)=[CH:5][CH:4]=1)#[N:2]. Yields the product C(#N)C1=CC=C(C=C1)N1N=CC(=C1C=1C(N(C(N(C1C)C1=CC(=CC=C1)C(F)(F)F)=O)C)=O)S(=O)(=O)NC(=O)CC (1-(4-cyanophenyl)-5-(3,6-dimethyl-2,4-dioxo-1-(3-trifluoromethylphenyl)-1,2,3,4-tetrahydropyrimidin-5-yl)-N-(ethylcarbonyl)-1H-pyrazole-4-sulfonamide). Reactants: Cl (hydrochloric acid), C(C)N=C=O (ethyl isocyanate), C(C)(C)N(CC)C(C)C (diisopropylethylamine), C(#N)C1=CC=C(C=C1)N1N=CC(=C1C=1C(N(C(N(C1C)C1=CC(=CC=C1)C(F)(F)F)=O)C)=O)S(=O)(=O)N (1-(4-cyanophenyl)-5-(3,6-dimethyl-2,4-dioxo-1-(3-trifluoromethylphenyl)-1,2,3,4-tetrahydropyrimidin-5-yl)-1H-pyrazole-4-sulfonamide). Solvent: C(C)(=O)OCC (ethyl acetate), C(C)#N (acetonitrile). Procedure: 1-(4-Cyanophenyl)-5-(3,6-dimethyl-2,4-dioxo-1-(3-trifluoromethylphenyl)-1,2,3,4-tetrahydropyrimidin-5-yl)-1H-pyrazole-4-sulfonamide (prepared in Example 205) (97 mg) was dissolved in acetonitrile (2 ml) and thereto were added ethyl isocyanate (0.043 ml) and diisopropylethylamine (0.065 ml) and the resulting mixture was stirred at 50° C. for four hours. The mixture was cooled to room temperature, and thereto were then added 1N hydrochloric acid (20 ml) and ethyl acetate (30 ml) such that the inte... Conditions: temperature 50 celsius, time 4 hour. Reactants: FC1(CC(C1)COC1=CC2=C(N=C(O2)C2=C(C=C(C=N2)OC[C@H](C)NC(OC(C)(C)C)=O)F)C=C1)F (tert-butyl {(1S)-2-[(6-{6-[(3,3-difluorocyclobutyl)methoxy]-1,3-benzoxazol-2-yl}-5-fluoropyridin-3-yl)oxy]-1-methylethyl}carbamate), Cl.C(C)(=O)OCC (hydrogen chloride ethyl acetate). Solvent: C(C)(=O)OCC (ethyl acetate). Reaction conditions: time 4 hour. Yields the product FC1(CC(C1)COC1=CC2=C(N=C(O2)C2=C(C=C(C=N2)OC[C@H](C)NC(C)=O)F)C=C1)F (N-{(1S)-2-[(6-{6-[(3,3-difluorocyclobutyl)methoxy]-1,3-benzoxazol-2-yl}-5-fluoropyridin-3-yl)oxy]-1-methylethyl}acetamide). As a reaction SMILES: [F:1][C:2]1([F:36])[CH2:5][CH:4]([CH2:6][O:7][C:8]2[CH:35]=[CH:34][C:11]3[N:12]=[C:13]([C:15]4[N:20]=[CH:19][C:18]([O:21][CH2:22][C@@H:23]([NH:25]C(=O)OC(C)(C)C)[CH3:24])=[CH:17][C:16]=4[F:33])[O:14][C:10]=3[CH:9]=2)[CH2:3]1.Cl.[C:38](OCC)(=[O:40])[CH3:39]>C(OCC)(=O)C>[F:36][C:2]1([F:1])[CH2:5][CH:4]([CH2:6][O:7][C:8]2[CH:35]=[CH:34][C:11]3[N:12]=[C:13]([C:15]4[N:20]=[CH:19][C:18]([O:21][CH2:22][C@@H:23]([NH:25][C:38](=[O:40])[CH3:39])[CH3:24])=[CH:17][C:16]=4[F:33])[O:14][C:10]=3[CH:9]=2)[CH2:3]1 |f:1.2|. Procedure: A mixture of tert-butyl {(1S)-2-[(6-{6-[(3,3-difluorocyclobutyl)methoxy]-1,3-benzoxazol-2-yl}-5-fluoropyridin-3-yl)oxy]-1-methylethyl}carbamate (390 mg), 4 M hydrogen chloride/ethyl acetate (3 mL), and ethyl acetate (3 mL) was stirred at room temperature for 4 hr. The mixture was concentrated under reduced pressure. The residue was mixed with pyridine (3 mL) and acetic anhydride (1 mL). The mixture was stirred at room temperature for 3 days. 1 M hydrochloric acid was added, and the mixture was e...